This data is from the Open Reaction Database (ORD), a public repository of structured organic reaction records. The task is: describe an organic reaction: reactants, conditions, products, and yield The reactants are NC=1SC2=C(N1)CC[C@@H](C2)N ((6S)2,6 diamino-4,5,6,7-tetrahydro-benzothiazole), C(CC)N[C@@H]1CC2=C(N=C(S2)N)CC1 ((6S)-4,5,6,7-tetrahydro-N6-propyl-2,6-benzothiazole-diamine), NC=1SC2=C(N1)CCC(C2)NCCC (2-amino-4,5,6,7-tetrahydro-6-(propylamino)benzothiazole). Reaction conditions: time 6 minute. Product: C(CC)N[C@H]1CC2=C(N=C(S2)N)CC1 ((6R)-4,5,6,7-tetrahydro-N6-propyl-2,6-benzothiazole-diamine). RXN SMILES: NC1SC2C[C@@H](N)CCC=2N=1.[CH2:12]([NH:15][C@H:16]1[CH2:25][CH2:24][C:19]2[N:20]=[C:21]([NH2:23])[S:22][C:18]=2[CH2:17]1)[CH2:13][CH3:14].NC1SC2CC(NCCC)CCC=2N=1>>[CH2:12]([NH:15][C@@H:16]1[CH2:25][CH2:24][C:19]2[N:20]=[C:21]([NH2:23])[S:22][C:18]=2[CH2:17]1)[CH2:13][CH3:14]. Procedure: The products of purification processes were then analyzed by HPLC for chemical and chiral purity. FIG. 3A shows an exemplary HPLC trace starting material. In FIG. 4A, a large (6R)-4,5,6,7-tetrahydro-N6-propyl-2,6-benzothiazole-diamine peak can be observed at about 6 minutes and a much smaller (6S)-4,5,6,7-tetrahydro-N6-propyl-2,6-benzothiazole-diamine peak can be seen at about 9 minutes. The area of these peaks provides an estimated composition for the mixture which is shown in the table below t... The reactants are CC(C)(C)N=NC(C)(C#N)CCC(=O)O, O=S(Cl)Cl, c1ccccc1. Yields the product CC(C)(C)N=NC(C)(C#N)CCC(=O)Cl. RXN SMILES: [C:1]([CH3:2])([CH3:3])([CH3:4])[N:5]=[N:6][C:7]([CH2:8][CH2:9][C:10](=[O:11])[OH:12])([CH3:13])[C:14]#[N:15].[S:16]([Cl:17])([Cl:18])=[O:19].[cH:20]1[cH:21][cH:22][cH:23][cH:24][cH:25]1>>[C:1]([CH3:2])([CH3:3])([CH3:4])[N:5]=[N:6][C:7]([CH2:8][CH2:9][C:10](=[O:11])[Cl:18])([CH3:13])[C:14]#[N:15]. Starting materials: F[B-](F)(F)F.C1(CC1)[S+](C1=CC=CC=C1)C1=CC=CC=C1 (cyclopropyldiphenylsulfonium tetrafluoroborate), C(C)(=O)[O-].[K+] (potassium acetate). The solvent is O (water). Yields the product C(C)(=O)[O-].C1(CC1)[S+](C1=CC=CC=C1)C1=CC=CC=C1 (Cyclopropyldiphenylsulfonium acetate). RXN SMILES: F[B-](F)(F)F.[CH:6]1([S+:9]([C:16]2[CH:21]=[CH:20][CH:19]=[CH:18][CH:17]=2)[C:10]2[CH:15]=[CH:14][CH:13]=[CH:12][CH:11]=2)[CH2:8][CH2:7]1.[C:22]([O-:25])(=[O:24])[CH3:23].[K+]>O>[C:22]([O-:25])(=[O:24])[CH3:23].[CH:6]1([S+:9]([C:16]2[CH:21]=[CH:20][CH:19]=[CH:18][CH:17]=2)[C:10]2[CH:15]=[CH:14][CH:13]=[CH:12][CH:11]=2)[CH2:8][CH2:7]1 |f:0.1,2.3,5.6|. Procedure: To a solution of 5.0 g. cyclopropyldiphenylsulfonium tetrafluoroborate in 30 ml. water at 90°-95° C. is added 50 ml. of hot solution of potassium acetate (obtained by mixing 26.6 g. acetic acid with 24.0 g. potassium hydroxide). The reaction mixture is stirred well and maintained at 90°-95° C. for several minutes and allowed to cool to room temperature gradually. The reaction mixture is then filtered free of any solids; the aqueous filtrate extracted several times with methylene chloride, the co... The reactants are C(=O)(Cl)Cl (phosgene), COC([C@@H](NC=O)CC1=CC=CC=C1)=O (N-formylphenylalanine methyl ester), CN1CCOCC1 (1-methylmorpholine). The solvent is C(Cl)Cl (methylene chloride), C(Cl)Cl (methylene chloride). The product is COC(C(CC1=CC=CC=C1)[N+]#[C-])=O (2-Isocyano-3-phenylpropionic Acid Methyl Ester). As a reaction SMILES: C(Cl)(Cl)=O.[CH3:5][O:6][C:7](=[O:19])[C@H:8]([CH2:12][C:13]1[CH:18]=[CH:17][CH:16]=[CH:15][CH:14]=1)[NH:9][CH:10]=O.CN1CCOCC1>C(Cl)Cl>[CH3:5][O:6][C:7](=[O:19])[CH:8]([N+:9]#[C-:10])[CH2:12][C:13]1[CH:18]=[CH:17][CH:16]=[CH:15][CH:14]=1. Procedure details: A solution of phosgene (5.2 g, 0.052 mole) in dry methylene chloride (45 ml) is added dropwise to a stirred solution of N-formylphenylalanine methyl ester (10.0 g, 0.048 mole) and 1-methylmorpholine (13 g, 0.125 mole) in dry methylene chloride (25 ml) at -30° C. After completion of the addition the filtrate is concentrated under reduced pressure at room temperature. Benzene is added to the residue followed by filtration and concentration of the resulting solution. The residue is distilled to aff...